This data is from the Open Reaction Database (ORD), a public repository of structured organic reaction records. The task is: describe an organic reaction: reactants, conditions, products, and yield The reactants are C(C1=CC=CC=C1)OC(=O)N1CC(C1)C(C(=O)OCC)=C (ethyl 2-(1-benzyloxycarbonyl-3-azetidinyl)acrylate), [H-].[Na+] (sodium hydride), [I-].C[S+](=O)(C)C (trimethylsulfoxonium iodide). Run in CS(=O)C (dimethyl sulfoxide), CS(=O)C (dimethyl sulfoxide), [Cl-].[Na+].O (brine). Reaction conditions: time 15 minute. The product is C(C1=CC=CC=C1)OC(=O)N1CC(C1)C1(CC1)C(=O)OCC (Ethyl 1-(1-benzyloxycarbonyl-3-azetidinyl)cyclopropanecarboxylate). The yield is 36.8%. RXN SMILES: [I-].[CH3:2][S+](C)(C)=O.[H-].[Na+].[CH2:9]([O:16][C:17]([N:19]1[CH2:22][CH:21]([C:23](=[CH2:29])[C:24]([O:26][CH2:27][CH3:28])=[O:25])[CH2:20]1)=[O:18])[C:10]1[CH:15]=[CH:14][CH:13]=[CH:12][CH:11]=1>CS(C)=O.[Cl-].[Na+].O>[CH2:9]([O:16][C:17]([N:19]1[CH2:20][CH:21]([C:23]2([C:24]([O:26][CH2:27][CH3:28])=[O:25])[CH2:2][CH2:29]2)[CH2:22]1)=[O:18])[C:10]1[CH:11]=[CH:12][CH:13]=[CH:14][CH:15]=1 |f:0.1,2.3,6.7.8|. Procedure details: To 1.27 g (5.76 mmol) of trimethylsulfoxonium iodide dissolved in 10 ml of dimethyl sulfoxide was added 192 mg (4.80 mmol) of 60% sodium hydride, followed by 15 minutes of stirring at room temperature. Thereto was then added 1.39 g (4.80 mmol) of ethyl 2-(1-benzyloxycarbonyl-3-azetidinyl)acrylate which has been dissolved in 10 ml of dimethyl sulfoxide. The resulting mixture was stirred at room temperature for 4 hours and then at 100° C. for 1 hour. The reaction solution was mixed with 200 ml of ... Starting materials: OC=1C=CC=C2C=C(C(OC12)=O)C(=O)O (8-hydroxycoumarin-3-carboxylic acid), S(=O)(Cl)Cl (thionyl chloride). The product is OC=1C=CC=C2C=C(C(OC12)=O)C(=O)Cl (8-hydroxycoumarin-3-carboxylic acid chloride). As a reaction SMILES: [OH:1][C:2]1[CH:3]=[CH:4][CH:5]=[C:6]2[C:11]=1[O:10][C:9](=[O:12])[C:8]([C:13]([OH:15])=O)=[CH:7]2.S(Cl)([Cl:18])=O>>[OH:1][C:2]1[CH:3]=[CH:4][CH:5]=[C:6]2[C:11]=1[O:10][C:9](=[O:12])[C:8]([C:13]([Cl:18])=[O:15])=[CH:7]2. Procedure: A solution of 8-hydroxycoumarin-3-carboxylic acid (2.06 g) in 10 ml thionyl chloride was heated under reflux for three hours, and 8-hydroxycoumarin-3-carboxylic acid chloride was obtained by distilling off the excess thionyl chloride. This was added in small portions to a methylene chloride solution (100 ml) containing ampicillin trihydrate (4.1 g) and triethylamine (3.5 ml) over a period of forty minutes under stirring and cooling on ice. Reactants: FC1=C(C(=O)O)C=CC=C1OC (2-fluoro-3-methoxybenzoic acid), OC1=CC(=NC2=C(C(=CC=C12)OC)C)C=1SC=C(N1)C(C)C (4-hydroxy-2-(4-isopropylthiazole-2-yl)-7-methoxy-8-methylquinoline). Product: FC=1C(=CC=C2C(=CC(=NC12)C=1SC=C(N1)C(C)C)O)OC (8-fluoro-4-hydroxy-2-(4-isopropylthiazole-2-yl)-7-methoxyquinoline). RXN SMILES: [F:1][C:2]1[C:10]([O:11][CH3:12])=[CH:9][CH:8]=[CH:7][C:3]=1C(O)=O.[OH:13][C:14]1C2C(=C(C)C(OC)=CC=2)[N:17]=[C:16]([C:27]2[S:28][CH:29]=[C:30]([CH:32]([CH3:34])[CH3:33])[N:31]=2)[CH:15]=1>>[F:1][C:2]1[C:10]([O:11][CH3:12])=[CH:9][CH:8]=[C:7]2[C:3]=1[N:17]=[C:16]([C:27]1[S:28][CH:29]=[C:30]([CH:32]([CH3:33])[CH3:34])[N:31]=1)[CH:15]=[C:14]2[OH:13]. Reported procedure: The title compound was prepared from 2-fluoro-3-methoxybenzoic acid following the procedure (steps 1-5) reported for the preparation of 4-hydroxy-2-(4-isopropylthiazole-2-yl)-7-methoxy-8-methylquinoline (36): m/z=319 (M+H)+. Starting materials: NC1=C2C(=NC=N1)N(N=C2C2=CC(=C(C=C2)NC(=O)C=2N(C1=CC=CC=C1C2)C)OC)[C@@H]2CC[C@H](CC2)N2CCN(CC2)C (trans-N2-(4-{4-Amino-1-[4-(4-methylpiperazino)cyclohexyl]-1H-pyrazolo[3,4-d]pyrimidin-3-yl}-2-methoxyphenyl)-1-methyl-1H-2-indolecarboxamide), C(\C=C/C(=O)O)(=O)O (maleic acid). Run in C(C)(=O)OCC (ethyl acetate), C(C)(=O)OCC (ethyl acetate). Conditions: time 5 hour. Yields the product C(\C=C/C(=O)O)(=O)O.C(\C=C/C(=O)O)(=O)O.C(\C=C/C(=O)O)(=O)O.NC1=C2C(=NC=N1)N(N=C2C2=CC(=C(C=C2)NC(=O)C=2N(C1=CC=CC=C1C2)C)OC)[C@@H]2CC[C@H](CC2)N2CCN(CC2)C (trans-N2-(4-{4-Amino-1-[4-(4-methylpiperazino)cyclohexyl]-1H-pyrazolo[3,4-d]pyrimidin-3-yl}-2-methoxyphenyl)-1-methyl-1H-2-indolecarboxamide, Trimaleate Salt). As a reaction SMILES: [NH2:1][C:2]1[N:7]=[CH:6][N:5]=[C:4]2[N:8]([C@H:32]3[CH2:37][CH2:36][C@H:35]([N:38]4[CH2:43][CH2:42][N:41]([CH3:44])[CH2:40][CH2:39]4)[CH2:34][CH2:33]3)[N:9]=[C:10]([C:11]3[CH:16]=[CH:15][C:14]([NH:17][C:18]([C:20]4[N:21]([CH3:29])[C:22]5[C:27]([CH:28]=4)=[CH:26][CH:25]=[CH:24][CH:23]=5)=[O:19])=[C:13]([O:30][CH3:31])[CH:12]=3)[C:3]=12.[C:45]([OH:52])(=[O:51])/[CH:46]=[CH:47]\[C:48]([OH:50])=[O:49]>C(OCC)(=O)C>[C:45]([OH:52])(=[O:51])/[CH:46]=[CH:47]\[C:48]([OH:50])=[O:49].[C:45]([OH:52])(=[O:51])/[CH:46]=[CH:47]\[C:48]([OH:50])=[O:49].[C:45]([OH:52])(=[O:51])/[CH:46]=[CH:47]\[C:48]([OH:50])=[O:49].[NH2:1][C:2]1[N:7]=[CH:6][N:5]=[C:4]2[N:8]([C@H:32]3[CH2:33][CH2:34][C@H:35]([N:38]4[CH2:43][CH2:42][N:41]([CH3:44])[CH2:40][CH2:39]4)[CH2:36][CH2:37]3)[N:9]=[C:10]([C:11]3[CH:16]=[CH:15][C:14]([NH:17][C:18]([C:20]4[N:21]([CH3:29])[C:22]5[C:27]([CH:28]=4)=[CH:26][CH:25]=[CH:24][CH:23]=5)=[O:19])=[C:13]([O:30][CH3:31])[CH:12]=3)[C:3]=12 |f:3.4.5.6|. Procedure: trans-N2-(4-{4-Amino-1-[4-(4-methylpiperazino)cyclohexyl]-1H-pyrazolo[3,4-d]pyrimidin-3-yl}-2-methoxyphenyl)-1-methyl-1H-2-indolecarboxamide (545 mg, 0.917 mmol) was dissolved in hot ethyl acetate (60 mL) and maleic acid (320 mg, 2.75 mmol) in hot ethyl acetate (5 mL) was added. The reaction mixture was stirred at room temperature for 5 hours. The solid was collected by filtration to trans-N2-(4-{4-amino-1-[4-(4-methylpiperazino)cyclohexyl]-1H-pyrazolo[3,4-d]pyrimidin-3-yl}-2-methoxyphenyl)-1-me...